This data is from the Open Reaction Database (ORD), a public repository of structured organic reaction records. The task is: describe an organic reaction: reactants, conditions, products, and yield Starting materials: C=C(C)C(C(=O)OCc1ccc([N+](=O)[O-])cc1)N1C(=O)C(NC(=O)Cc2ccccc2)(OC)C1SSc1nc2ccccc2s1, CC(C)=O, [Na+], N#CS(=O)(=O)c1ccccc1, O=S([O-])c1ccccc1. Yields the product C=C(C)C(C(=O)OCc1ccc([N+](=O)[O-])cc1)N1C(=O)C(NC(=O)Cc2ccccc2)(OC)C1SS(=O)(=O)c1ccccc1. RXN SMILES: [CH3:1][O:2][C:3]1([NH:36][C:37]([CH2:38][c:39]2[cH:40][cH:41][cH:42][cH:43][cH:44]2)=[O:45])[C:4](=[O:35])[N:5]([CH:18]([C:19](=[O:20])[O:21][CH2:22][c:23]2[cH:24][cH:25][c:26]([N+:29](=[O:30])[O-:31])[cH:27][cH:28]2)[C:32](=[CH2:33])[CH3:34])[CH:6]1[S:7][S:8][c:9]1[s:10][c:11]2[cH:12][cH:13][cH:14][cH:15][c:16]2[n:17]1.[CH3:67][C:68](=[O:69])[CH3:70].[Na+:66].[c:46]1([S:52](=[O:53])(=[O:54])[C:55]#[N:56])[cH:47][cH:48][cH:49][cH:50][cH:51]1.[c:57]1([S:58]([O-:59])=[O:60])[cH:61][cH:62][cH:63][cH:64][cH:65]1>>[CH3:1][O:2][C:3]1([NH:36][C:37]([CH2:38][c:39]2[cH:40][cH:41][cH:42][cH:43][cH:44]2)=[O:45])[C:4](=[O:35])[N:5]([CH:18]([C:19](=[O:20])[O:21][CH2:22][c:23]2[cH:24][cH:25][c:26]([N+:29](=[O:30])[O-:31])[cH:27][cH:28]2)[C:32](=[CH2:33])[CH3:34])[CH:6]1[S:7][S:52]([c:46]1[cH:47][cH:48][cH:49][cH:50][cH:51]1)(=[O:53])=[O:54]. Reactants: CC=1C(=CC=2C(CCC(C2C1)(C)C)(C)C)C(=C)C1=CC=C(C(=O)O)C=C1 (4-[1-(3,5,5,8,8-Pentamethyl-5,6,7,8-tetrahydro-naphthalen-2-yl)-vinyl]-benzoic acid), [H-].[H-].[H-].[H-].[Li+].[Al+3] (LiAlH4). The solvent is C1CCOC1 (THF). Conditions: time 8 hour. Product: CC=1C(=CC=2C(CCC(C2C1)(C)C)(C)C)C(=C)C1=CC=C(C=C1)CO ({4-[1-(3,5,5,8,8-Pentamethyl-5,6,7,8-tetrahydro-naphthalen-2-yl)-vinyl]-phenyl}-methanol). Reaction SMILES: [CH3:1][C:2]1[C:3]([C:16]([C:18]2[CH:26]=[CH:25][C:21]([C:22](O)=[O:23])=[CH:20][CH:19]=2)=[CH2:17])=[CH:4][C:5]2[C:6]([CH3:15])([CH3:14])[CH2:7][CH2:8][C:9]([CH3:13])([CH3:12])[C:10]=2[CH:11]=1.[H-].[H-].[H-].[H-].[Li+].[Al+3]>C1COCC1>[CH3:1][C:2]1[C:3]([C:16]([C:18]2[CH:26]=[CH:25][C:21]([CH2:22][OH:23])=[CH:20][CH:19]=2)=[CH2:17])=[CH:4][C:5]2[C:6]([CH3:15])([CH3:14])[CH2:7][CH2:8][C:9]([CH3:12])([CH3:13])[C:10]=2[CH:11]=1 |f:1.2.3.4.5.6|. Procedure details: To a solution of 4-[1-(3,5,5,8,8-Pentamethyl-5,6,7,8-tetrahydro-naphthalen-2-yl)-vinyl]-benzoic acid in 10 mL of THF was added 300 mg of LiAlH4 at 0° C. The mixture was stirred at room temperature overnight. The excess LiAlH4 was quenched with EtOAc (3 mL). The mixture was stirred for 30 min. 1N HCl was added. A sequence of extraction with EtOAc, filtering, concentration in vacuo and column chromatography yielded 180 mg of the desired alcohol and 103 mg of its acetate. The acetate formed was dis... Starting materials: C[O-], CO, Cl, Oc1ccc(Sc2cccc(F)n2)cc1, [Na+], O. Yields the product COc1cccc(Sc2ccc(O)cc2)n1. RXN SMILES: [CH3:16][O-:17].[CH3:20][OH:21].[ClH:19].[F:1][c:2]1[cH:3][cH:4][cH:5][c:6]([S:8][c:9]2[cH:10][cH:11][c:12]([OH:15])[cH:13][cH:14]2)[n:7]1.[Na+:18].[OH2:22]>>[c:2]1([O:17][CH3:16])[cH:3][cH:4][cH:5][c:6]([S:8][c:9]2[cH:10][cH:11][c:12]([OH:15])[cH:13][cH:14]2)[n:7]1. The reactants are O=C([O-])[O-], COS(=O)(=O)OC, CC(C)=O, O=C(OCc1ccccc1)N1CCC(c2ccc(O)c(F)c2)C(O)C1, [K+], [K+]. The product is COc1ccc(C2CCN(C(=O)OCc3ccccc3)CC2O)cc1F. Reaction SMILES: [C:26](=[O:27])([O-:28])[O-:29].[CH3:32][O:33][S:34]([O:35][CH3:36])(=[O:37])=[O:38].[CH3:39][C:40](=[O:41])[CH3:42].[F:1][c:2]1[cH:3][c:4]([CH:9]2[CH:10]([OH:25])[CH2:11][N:12]([C:15](=[O:16])[O:17][CH2:18][c:19]3[cH:20][cH:21][cH:22][cH:23][cH:24]3)[CH2:13][CH2:14]2)[cH:5][cH:6][c:7]1[OH:8].[K+:30].[K+:31]>>[F:1][c:2]1[cH:3][c:4]([CH:9]2[CH:10]([OH:25])[CH2:11][N:12]([C:15](=[O:16])[O:17][CH2:18][c:19]3[cH:20][cH:21][cH:22][cH:23][cH:24]3)[CH2:13][CH2:14]2)[cH:5][cH:6][c:7]1[O:8][CH3:26]. Reactants: [Br-], CCCCCCCCCCCCCCCCBr, CCCC[N+](CCCC)(CCCC)CCCC, Cc1ccccc1, [K+], [OH-], O, Oc1ccccc1. Product: CCCCCCCCCCCCCCCCOc1ccccc1. Reaction SMILES: [Br-:34].[Br:1][CH2:2][CH2:3][CH2:4][CH2:5][CH2:6][CH2:7][CH2:8][CH2:9][CH2:10][CH2:11][CH2:12][CH2:13][CH2:14][CH2:15][CH2:16][CH3:17].[CH2:35]([N+:36]([CH2:37][CH2:38][CH2:39][CH3:40])([CH2:41][CH2:42][CH2:43][CH3:44])[CH2:45][CH2:46][CH2:47][CH3:48])[CH2:49][CH2:50][CH3:51].[CH3:27][c:28]1[cH:29][cH:30][cH:31][cH:32][cH:33]1.[K+:26].[OH-:25].[OH2:52].[OH:18][c:19]1[cH:20][cH:21][cH:22][cH:23][cH:24]1>>[CH2:2]([CH2:3][CH2:4][CH2:5][CH2:6][CH2:7][CH2:8][CH2:9][CH2:10][CH2:11][CH2:12][CH2:13][CH2:14][CH2:15][CH2:16][CH3:17])[O:18][c:19]1[cH:20][cH:21][cH:22][cH:23][cH:24]1. Reactants: C(C)C=1C(NC(NC1SC1=CC=CC=C1)=O)=O (5-ethyl-6-phenylthio-2,4-pyrimidinedione), [Si](C)(C)(C(C)(C)C)OCC1CCC=C1CBr ((5-t-butyldimethylsilyloxymethylcyclopent-1-en-1-yl)methyl bromide), C([O-])(O)=O.[Na+] (sodium bicarbonate). Run in CN(C=O)C (dimethylformamide), CN(C=O)C (dimethylformamide). The product is [Si](C)(C)(C(C)(C)C)OCC1CCC=C1CN1C(NC(C(=C1SC1=CC=CC=C1)CC)=O)=O ([(5-t-butyldimethylsilyloxymethyl cyclopent-1-en-1-yl)methyl]-5-ethyl-6-phenylthio-2,4-pyrimidinedione). Reaction SMILES: [CH2:1]([C:3]1[C:4](=[O:17])[NH:5][C:6](=[O:16])[NH:7][C:8]=1[S:9][C:10]1[CH:15]=[CH:14][CH:13]=[CH:12][CH:11]=1)[CH3:2].[Si:18]([O:25][CH2:26][CH:27]1[C:31]([CH2:32]Br)=[CH:30][CH2:29][CH2:28]1)([C:21]([CH3:24])([CH3:23])[CH3:22])([CH3:20])[CH3:19].C(=O)(O)[O-].[Na+]>CN(C)C=O>[Si:18]([O:25][CH2:26][CH:27]1[C:31]([CH2:32][N:7]2[C:8]([S:9][C:10]3[CH:11]=[CH:12][CH:13]=[CH:14][CH:15]=3)=[C:3]([CH2:1][CH3:2])[C:4](=[O:17])[NH:5][C:6]2=[O:16])=[CH:30][CH2:29][CH2:28]1)([C:21]([CH3:24])([CH3:23])[CH3:22])([CH3:20])[CH3:19] |f:2.3|. Procedure details: A mixture of 5-ethyl-6-phenylthio-2,4-pyrimidinedione (0.16 g, 0.66 mmol) and (5-t-butyldimethylsilyloxymethylcyclopent-1-en-1-yl)methyl bromide (0.20 g, 0.66 mmol) in dimethylformamide (10 ml) were heated at 50° C. for overnight in the presence of sodium bicarbonate (66 mg, 0.79 mmol). After the concentration of dimethylformamide, [(5-t-butyldimethylsilyloxymethyl cyclopent-1-en-1-yl)methyl]-5-ethyl-6-phenylthio-2,4-pyrimidinedione was obtained by the separation of the column chromatography. An... Starting materials: C12C(C3CC(CC(C1)C3)C2)C2=CC=C(C=C2)O (4-tricyclo[3.3.1.13,7]decan-2-yl-phenol), C(Cl)C1CO1 (epichlorohydrin). The product is C12C(C3CC(CC(C1)C3)C2)C2=CC=C(OCC3OC3)C=C2 (2-(4-Tricyclo[3.3.1.13,7]decan-2-yl-phenoxymethyl) -oxirane). RXN SMILES: [CH:1]12[CH2:10][CH:5]3[CH2:6][CH:7]([CH2:9][CH:3]([CH2:4]3)[CH:2]1[C:11]1[CH:16]=[CH:15][C:14]([OH:17])=[CH:13][CH:12]=1)[CH2:8]2.[CH2:18]([CH:20]1[O:22][CH2:21]1)Cl>>[CH:1]12[CH2:8][CH:7]3[CH2:6][CH:5]([CH2:4][CH:3]([CH2:9]3)[CH:2]1[C:11]1[CH:12]=[CH:13][C:14]([O:17][CH2:18][CH:20]3[CH2:21][O:22]3)=[CH:15][CH:16]=1)[CH2:10]2. Reported procedure: The title compound was prepared from 4-tricyclo[3.3.1.13,7]decan-2-yl-phenol and epichlorohydrin employing the procedures as set forth in Step 1 of Example 2.